Dataset: the Open Reaction Database (ORD), a public repository of structured organic reaction records. Task: describe an organic reaction: reactants, conditions, products, and yield Starting materials: CCN=C=NCCCN(C)C (EDCI), NC1=C(C=C(C=N1)C(=O)N=S(=O)(C)CCCCC(=O)OC)C#CC1=CC(=CC=C1)N (methyl 5-[N-({6-amino-5-[(3-aminophenyl)ethynyl]pyridin-3-yl}carbonyl)-S-methylsulfonimidoyl]pentanoate), FC1=C(C(=O)O)C=C(C=C1)C (2-fluoro-5-methylbenzoic acid). Reagents/catalysts: CN(C)C=1C=CN=CC1 (DMAP). Run in ClC(C)Cl (dichloroethane). Conditions: time 4 hour. Yields the product NC1=C(C=C(C=N1)C(=O)N=S(=O)(C)CCCCC(=O)OC)C#CC1=CC(=CC=C1)NC(C1=C(C=CC(=C1)C)F)=O (Methyl 5-(N-{[6-amino-5-({3-[(2-fluoro-5-methylbenzoyl)amino]phenyl}ethynyl)pyridin-3-yl]carbonyl}-S-methylsulfonimidoyl)pentanoate). Isolated yield 81.5%. RXN SMILES: [NH2:1][C:2]1[N:7]=[CH:6][C:5]([C:8]([N:10]=[S:11]([CH2:14][CH2:15][CH2:16][CH2:17][C:18]([O:20][CH3:21])=[O:19])([CH3:13])=[O:12])=[O:9])=[CH:4][C:3]=1[C:22]#[C:23][C:24]1[CH:29]=[CH:28][CH:27]=[C:26]([NH2:30])[CH:25]=1.[F:31][C:32]1[CH:40]=[CH:39][C:38]([CH3:41])=[CH:37][C:33]=1[C:34](O)=[O:35].CCN=C=NCCCN(C)C>ClC(Cl)C.CN(C1C=CN=CC=1)C>[NH2:1][C:2]1[N:7]=[CH:6][C:5]([C:8]([N:10]=[S:11]([CH2:14][CH2:15][CH2:16][CH2:17][C:18]([O:20][CH3:21])=[O:19])([CH3:13])=[O:12])=[O:9])=[CH:4][C:3]=1[C:22]#[C:23][C:24]1[CH:29]=[CH:28][CH:27]=[C:26]([NH:30][C:34](=[O:35])[C:33]2[CH:37]=[C:38]([CH3:41])[CH:39]=[CH:40][C:32]=2[F:31])[CH:25]=1. Procedure details: To the mixture of methyl 5-[N-({6-amino-5-[(3-aminophenyl)ethynyl]pyridin-3-yl}carbonyl)-S-methylsulfonimidoyl]pentanoate, (85.6 mg, 0.2 mmol, 1 eq) and 2-fluoro-5-methylbenzoic acid (32.7 mg, 1.05 eq) in dichloroethane (2 mL) at 60° C. was added catalytic amount of DMAP (5 mg, 0.2 eq) and EDCI (46.1 mg, 1.2 eq). The reaction was stirred at that temperature for 4 h and then cooled to room temperature. It was then partitioned between EtOAc and saturated aq NaHCO3. The organic layer was further wa... The reactants are TEA, Cl.Cl.N[C@@H](CNC(=O)C=1SC(=CC1)Cl)C(=O)N1CCN(CC1)C (5-Chloro-thiophene-2-carboxylic acid [(S)-2-amino-3-(4-methyl-piperazin-1-yl)-3-oxo-propyl]-amide dihydrochloride), CC=1SC=C(N1)C1=CC=C(C=C1)S(=O)(=O)Cl (4-(2-Methyl-thiazol-4-yl)-benzenesulfonyl chloride). Run in C(Cl)Cl (DCM), C(Cl)Cl (DCM). Run at time 16 hour. Product: Cl.CN1CCN(CC1)C([C@H](CNC(=O)C=1SC(=CC1)Cl)NS(=O)(=O)C1=CC=C(C=C1)C=1N=C(SC1)C)=O (5-Chloro-thiophene-2-carboxylic acid {(S)-3-(4-methyl-piperazin-1-yl)-2-[4-(2-methyl-thiazol-4-yl)-benzenesulfonylamino]-3-oxo-propyl}-amide hydrochloride). As a reaction SMILES: Cl.Cl.[NH2:3][C@H:4]([C:15]([N:17]1[CH2:22][CH2:21][N:20]([CH3:23])[CH2:19][CH2:18]1)=[O:16])[CH2:5][NH:6][C:7]([C:9]1[S:10][C:11]([Cl:14])=[CH:12][CH:13]=1)=[O:8].[CH3:24][C:25]1[S:26][CH:27]=[C:28]([C:30]2[CH:35]=[CH:34][C:33]([S:36](Cl)(=[O:38])=[O:37])=[CH:32][CH:31]=2)[N:29]=1>C(Cl)Cl>[ClH:14].[CH3:23][N:20]1[CH2:19][CH2:18][N:17]([C:15](=[O:16])[C@@H:4]([NH:3][S:36]([C:33]2[CH:34]=[CH:35][C:30]([C:28]3[N:29]=[C:25]([CH3:24])[S:26][CH:27]=3)=[CH:31][CH:32]=2)(=[O:37])=[O:38])[CH2:5][NH:6][C:7]([C:9]2[S:10][C:11]([Cl:14])=[CH:12][CH:13]=2)=[O:8])[CH2:22][CH2:21]1 |f:0.1.2,5.6|. Reported procedure: Intermediate 90 (0.2 g, 0.5 mmol) was dissolved in 10 ml DCM and TEA (0.35 ml, 2.5 mmol). Commercially available 4-(2-Methyl-thiazol-4-yl)-benzenesulfonyl chloride (130 mg, 0.47 mmol) in 5 ml DCM was slowly added at 0° C. and the reaction was stirred for 16 h. Then the solution was evaporated to dryness and purified by silica gel chromatography. The compound was dissolved in DCM, HCl (2 M in diethyl ether (500 ml)) was added and the solvents were evaporated to dryness.